From a dataset of the Open Reaction Database (ORD), a public repository of structured organic reaction records. describe an organic reaction: reactants, conditions, products, and yield Reactants: CC1=CC=C(C=C1)S(=O)(=O)N1C2=C(C=C(CC1)C(=O)OCC)C=CC=C2 (ethyl 1-(4-methylphenylsulfonyl)-2,3-dihydro-1H-benz[b]azepine-4-carboxylate), N (ammonia), CS(=O)(=O)O (methanesulfonic acid), C1(=CC=CC=C1)SC (thioanisole). Solvent: FC(C(=O)O)(F)F (trifluoroacetic acid). Reaction conditions: temperature 0 celsius, time 3.5 hour. Product: N1C2=C(C=C(CC1)C(=O)OCC)C=CC=C2 (ethyl 2,3-dihydro-1H-benz [b]azepine-4-carboxylate). The yield is 86.6%. As a reaction SMILES: CC1C=CC(S([N:11]2[CH2:17][CH2:16][C:15]([C:18]([O:20][CH2:21][CH3:22])=[O:19])=[CH:14][C:13]3[CH:23]=[CH:24][CH:25]=[CH:26][C:12]2=3)(=O)=O)=CC=1.CS(O)(=O)=O.C1(SC)C=CC=CC=1.N>FC(F)(F)C(O)=O>[NH:11]1[CH2:17][CH2:16][C:15]([C:18]([O:20][CH2:21][CH3:22])=[O:19])=[CH:14][C:13]2[CH:23]=[CH:24][CH:25]=[CH:26][C:12]1=2. Reported procedure: The ethyl 1-(4-methylphenylsulfonyl)-2,3-dihydro-1H-benz[b]azepine-4-carboxylate (0.63 g, 1.70 mmol) synthesized in Reference Example 4 was added to a mixture of trifluoroacetic acid (10 ml), methanesulfonic acid (0.30 g) and thioanisole (1.0 ml) which had been cooled to 0° C., and the resulting mixture was stirred at room temperature for 3.5 hours. The reaction mixture was poured into cooled aqueous ammonia and extracted twice with ethyl acetate, and the extract solution was washed twice with a... The reactants are C(C1=CC=CC=C1)OC(CC[C@@H](NOC(C)(C)C)C(N)=O)=O (t-Butyloxy-D-isoglutamine benzyl ester), FC(C(=O)O)(F)F (trifluoroacetic acid). Conditions: time 30 minute. The product is FC(C(=O)O)(F)F.C(C1=CC=CC=C1)OC(CC[C@@H](N)C(N)=O)=O (D-isoglutamine benzyl ester trifluoroacetate). RXN SMILES: [CH2:1]([O:8][C:9](=[O:22])[CH2:10][CH2:11][C@H:12]([C:19](=[O:21])[NH2:20])[NH:13]OC(C)(C)C)[C:2]1[CH:7]=[CH:6][CH:5]=[CH:4][CH:3]=1.[F:23][C:24]([F:29])([F:28])[C:25]([OH:27])=[O:26]>>[F:23][C:24]([F:29])([F:28])[C:25]([OH:27])=[O:26].[CH2:1]([O:8][C:9](=[O:22])[CH2:10][CH2:11][C@H:12]([C:19](=[O:21])[NH2:20])[NH2:13])[C:2]1[CH:3]=[CH:4][CH:5]=[CH:6][CH:7]=1 |f:2.3|. Reported procedure: t-Butyloxy-D-isoglutamine benzyl ester (3.70 g, 11 mmol) was dissolved in trifluoroacetic acid (20 ml) and the solution was stirred at room temperature for 30 minutes. The solvent was then distilled off, ether was added and the solvent was distilled off again under reduced pressure. Petroleum ether was added to the residue to give crystals, which were dried in the presence of sodium hydroxide in a desiccator, giving D-isoglutamine benzyl ester trifluoroacetate. This product was dissolved in acet... Starting materials: N#Cc1cc(Br)ccc1F, Cc1cccc(CCCO)c1, CN(C)C=O, [H-], [Na+], O. Product: Cc1cccc(CCCOc2ccc(Br)cc2C#N)c1. Reaction SMILES: [Br:14][c:15]1[cH:16][cH:17][c:18]([F:23])[c:19]([C:20]#[N:21])[cH:22]1.[CH3:1][c:2]1[cH:3][c:4]([CH2:8][CH2:9][CH2:10][OH:11])[cH:5][cH:6][cH:7]1.[CH3:25][N:26]([CH3:27])[CH:28]=[O:29].[H-:12].[Na+:13].[OH2:24]>>[CH3:1][c:2]1[cH:3][c:4]([CH2:8][CH2:9][CH2:10][O:11][c:18]2[cH:17][cH:16][c:15]([Br:14])[cH:22][c:19]2[C:20]#[N:21])[cH:5][cH:6][cH:7]1.